From a dataset of the Open Reaction Database (ORD), a public repository of structured organic reaction records. describe an organic reaction: reactants, conditions, products, and yield Reactants: C([O-])(O)=O.[Na+] (sodium bicarbonate), [H-].[Na+] (sodium hydride), COCCCN1CCOC2=C1C=C(C=C2)COC2C(C(CN(C2)S(=O)(=O)C2=CC=C(C=C2)C)O)C2=CC=C(C=C2)OC2=CC1=C(N(CCO1)C)C=C2 (5-[4-(3-methoxypropyl)3,4 -dihydro-2H-benzo[1,4]oxazin-6-ylmethoxy]-4-[4-(4-methyl-3,4-dihydro-2 H-benzo[1,4]oxazin-7-yloxy)phenyl]-1-(toluene-4-sulphonyl)piperidin-3-ol), C1(=CC=C(C=C1)S(=O)(=O)OCCN(S(=O)(=O)C1=CC=C(C=C1)C)C)C (2-[methyl(toluene-4 -sulphonyl)amino]ethyl toluene-4-sulphonate). Run in O1CCCC1 (tetrahydrofuran). The product is COCCCN1CCOC2=C1C=C(C=C2)COC2C(C(CN(C2)S(=O)(=O)C2=CC=C(C=C2)C)OCCN(S(=O)(=O)C2=CC=C(C=C2)C)C)C2=CC=C(C=C2)OC2=CC1=C(N(CCO1)C)C=C2 (N-{2-[5-[4-(3-Methoxypropyl)-3,4-dihydro-2H-benzo[1,4]oxazin-6-ylmethoxy ]-4-[4-(4-methyl-3,4 -dihydro-2H-benzo[1,4]oxazin-7-yloxy)phenyl]-1-(toluene-4-sulphonyl)-piperidin-3-yloxy ]ethyl}-4,N-dimethylbenzene sulphonamide), SiO2. As a reaction SMILES: [H-].[Na+].[CH3:3][O:4][CH2:5][CH2:6][CH2:7][N:8]1[C:13]2[CH:14]=[C:15]([CH2:18][O:19][CH:20]3[CH2:25][N:24]([S:26]([C:29]4[CH:34]=[CH:33][C:32]([CH3:35])=[CH:31][CH:30]=4)(=[O:28])=[O:27])[CH2:23][CH:22]([OH:36])[CH:21]3[C:37]3[CH:42]=[CH:41][C:40]([O:43][C:44]4[CH:54]=[CH:53][C:47]5[N:48]([CH3:52])[CH2:49][CH2:50][O:51][C:46]=5[CH:45]=4)=[CH:39][CH:38]=3)[CH:16]=[CH:17][C:12]=2[O:11][CH2:10][CH2:9]1.C1(C)C=CC(S(O[CH2:65][CH2:66][N:67]([CH3:78])[S:68]([C:71]2[CH:76]=[CH:75][C:74]([CH3:77])=[CH:73][CH:72]=2)(=[O:70])=[O:69])(=O)=O)=CC=1.C(=O)(O)[O-].[Na+]>O1CCCC1>[CH3:3][O:4][CH2:5][CH2:6][CH2:7][N:8]1[C:13]2[CH:14]=[C:15]([CH2:18][O:19][CH:20]3[CH2:25][N:24]([S:26]([C:29]4[CH:30]=[CH:31][C:32]([CH3:35])=[CH:33][CH:34]=4)(=[O:27])=[O:28])[CH2:23][CH:22]([O:36][CH2:65][CH2:66][N:67]([CH3:78])[S:68]([C:71]4[CH:76]=[CH:75][C:74]([CH3:77])=[CH:73][CH:72]=4)(=[O:70])=[O:69])[CH:21]3[C:37]3[CH:42]=[CH:41][C:40]([O:43][C:44]4[CH:54]=[CH:53][C:47]5[N:48]([CH3:52])[CH2:49][CH2:50][O:51][C:46]=5[CH:45]=4)=[CH:39][CH:38]=3)[CH:16]=[CH:17][C:12]=2[O:11][CH2:10][CH2:9]1 |f:0.1,4.5|. Procedure: 95 mg of sodium hydride dispersion (60%) are added to a solution of 145 mg of 5-[4-(3-methoxypropyl)3,4 -dihydro-2H-benzo[1,4]oxazin-6-ylmethoxy]-4-[4-(4-methyl-3,4-dihydro-2 H-benzo[1,4]oxazin-7-yloxy)phenyl]-1-(toluene-4-sulphonyl)piperidin-3-ol and 740 mg of 2-[methyl(toluene-4 -sulphonyl)amino]ethyl toluene-4-sulphonate in 5 ml of tetrahydrofuran while stirring at room temperature. The reaction mixture is stirred at 45° C. for 72 hours. The mixture is poured into 1M aqueous sodium bicarbonat... The reactants are FC=1C=C2C=CC(=NC2=C(C1)OC(C)C)C (6-fluoro-8-isopropoxy-2-methylquinoline), [Se](=O)=O (selenium dioxide). The solvent is O1CCOCC1.O (dioxane water). Yields the product FC=1C=C2C=CC(=NC2=C(C1)OC(C)C)C=O (6-fluoro-8-isopropoxyquinoline-2-carbaldehyde). The yield is 35.0%. As a reaction SMILES: [F:1][C:2]1[CH:3]=[C:4]2[C:9](=[C:10]([O:12][CH:13]([CH3:15])[CH3:14])[CH:11]=1)[N:8]=[C:7]([CH3:16])[CH:6]=[CH:5]2.[Se](=O)=[O:18]>O1CCOCC1.O>[F:1][C:2]1[CH:3]=[C:4]2[C:9](=[C:10]([O:12][CH:13]([CH3:14])[CH3:15])[CH:11]=1)[N:8]=[C:7]([CH:16]=[O:18])[CH:6]=[CH:5]2 |f:2.3|. Reported procedure: To 6-fluoro-8-isopropoxy-2-methylquinoline (1.1 g, 5.02 mmol) in dioxane/water (3.5 ml/0.3 mL) at ambient temperature was added selenium dioxide (0.668 g, 6.02 mmol) and the reaction was heated to reflux for 2-3 hours. After cooling, the reaction was filtered and the solids were washed with DCM. The filtrate was dried over MgSO4, filtered and concentrated under reduced pressure. The crude material was purified by reverse phase chromatography (SP4, 25M, eluting with a gradient of water/ACN 100:0 ... Reactants: FC1=C(C#N)C=CC(=C1)N1C2=CC=CC=C2C=2C(=CC=CC12)C1=NC2=C(N1)C=C(C=C2)F (2-fluoro-4-[4-(6-fluoro-1H-benzimidazol-2-yl)-9H-carbazol-9-yl]benzonitrile), aqueous solution, [OH-].[Na+] (sodium hydroxide), aqueous solution, OO (hydrogen peroxide), C([O-])([O-])=O.[K+].[K+] (potassium carbonate), NCCCO (3-amino-1-propanol). Solvent: CS(=O)C (dimethyl sulphoxide), C(C)O (ethanol). Yields the product FC=1C=CC2=C(NC(=N2)C2=CC=CC=3N(C4=CC=CC=C4C23)C2=CC(=C(C(=O)N)C=C2)NCCCO)C1 (4-[4-(6-fluoro-1H-benzimidazol-2-yl)-9H-carbazol-9-yl]-2-(3-hydroxypropylamino)benzamide). Reaction SMILES: F[C:2]1[CH:9]=[C:8]([N:10]2[C:22]3[CH:21]=[CH:20][CH:19]=[C:18]([C:23]4[NH:27][C:26]5[CH:28]=[C:29]([F:32])[CH:30]=[CH:31][C:25]=5[N:24]=4)[C:17]=3[C:16]3[C:11]2=[CH:12][CH:13]=[CH:14][CH:15]=3)[CH:7]=[CH:6][C:3]=1[C:4]#[N:5].C(=O)([O-])[O-:34].[K+].[K+].[NH2:39][CH2:40][CH2:41][CH2:42][OH:43].[OH-].[Na+].OO>CS(C)=O.C(O)C>[F:32][C:29]1[CH:30]=[CH:31][C:25]2[N:24]=[C:23]([C:18]3[C:17]4[C:16]5[C:11](=[CH:12][CH:13]=[CH:14][CH:15]=5)[N:10]([C:8]5[CH:7]=[CH:6][C:3]([C:4]([NH2:5])=[O:34])=[C:2]([NH:39][CH2:40][CH2:41][CH2:42][OH:43])[CH:9]=5)[C:22]=4[CH:21]=[CH:20][CH:19]=3)[NH:27][C:26]=2[CH:28]=1 |f:1.2.3,5.6|. Reported procedure: The process is carried out as in stage 3 of Example 3, but using 84 mg of 2-fluoro-4-[4-(6-fluoro-1H-benzimidazol-2-yl)-9H-carbazol-9-yl]benzonitrile, obtained according to stage 2 of Example 3, 83 mg of potassium carbonate and 300 mg of 3-amino-1-propanol in 0.67 ml of dimethyl sulphoxide. 0.4 ml of a 1M aqueous solution of sodium hydroxide, 0.4 ml of a 30% aqueous solution of hydrogen peroxide and 2 ml of ethanol are then added to the reaction medium. After treatment and purification as in sta... Run in CO.ClCCl (methanol dichloromethane), CO.ClCCl (methanol dichloromethane). The product is N1(CCCCC1)C(=O)N.ClC=1C=C(C=CC1Cl)C1(CN(CC1)C(C1=CC(=C(C(=C1)OC)OC)OC)=O)CCN1CCC(CC1)(C(=O)O)C1=CC=CC=C1 (1-[2-[3-(3,4-dichloro-phenyl)-1-(3,4,5-trimethoxy-benzoyl)-pyrrolidin-3-yl]-ethyl]-4-phenyl-piperidine-4-carboxylic acid piperidine-amide). Starting materials: ClC=1C=C(C=CC1Cl)C1(CN(CC1)C(C1=CC(=C(C(=C1)OC)OC)OC)=O)CCCS(=O)(=O)[O-] (2-[3-(3,4-dichloro-phenyl)-1-(3,4,5-trimethoxy-benzoyl)-pyrrolidin-3-yl]-ethyl-methanesulfonate), Cl.N1(CCCCC1)C(=O)N.C1(=CC=CC=C1)C1(CCNCC1)C(=O)O (4-phenyl-piperidine-4-carboxylic acid piperidine-amide hydrochloride), C(C)(=O)OCC.CCCCCC (ethyl acetate hexane). RXN SMILES: [Cl:1][C:2]1[CH:3]=[C:4]([C:9]2([CH2:28][CH2:29]CS([O-])(=O)=O)[CH2:13][CH2:12][N:11]([C:14](=[O:27])[C:15]3[CH:20]=[C:19]([O:21][CH3:22])[C:18]([O:23][CH3:24])=[C:17]([O:25][CH3:26])[CH:16]=3)[CH2:10]2)[CH:5]=[CH:6][C:7]=1[Cl:8].Cl.[N:36]1([C:42]([NH2:44])=[O:43])[CH2:41][CH2:40][CH2:39][CH2:38][CH2:37]1.[C:45]1([C:51]2([C:57]([OH:59])=[O:58])[CH2:56][CH2:55][NH:54][CH2:53][CH2:52]2)[CH:50]=[CH:49][CH:48]=[CH:47][CH:46]=1.C(OCC)(=O)C.CCCCCC>CO.ClCCl>[N:36]1([C:42]([NH2:44])=[O:43])[CH2:41][CH2:40][CH2:39][CH2:38][CH2:37]1.[Cl:1][C:2]1[CH:3]=[C:4]([C:9]2([CH2:28][CH2:29][N:54]3[CH2:53][CH2:52][C:51]([C:45]4[CH:46]=[CH:47][CH:48]=[CH:49][CH:50]=4)([C:57]([OH:59])=[O:58])[CH2:56][CH2:55]3)[CH2:13][CH2:12][N:11]([C:14](=[O:27])[C:15]3[CH:20]=[C:19]([O:21][CH3:22])[C:18]([O:23][CH3:24])=[C:17]([O:25][CH3:26])[CH:16]=3)[CH2:10]2)[CH:5]=[CH:6][C:7]=1[Cl:8] |f:1.2.3,4.5,6.7,8.9|. Procedure: Prepare by the method of example 27.3.1 using 2-[3-(3,4-dichloro-phenyl)-1-(3,4,5-trimethoxy-benzoyl)-pyrrolidin-3-yl]-ethyl-methanesulfonate (0.21 g, 0.4 mmol) and 4-phenyl-piperidine-4-carboxylic acid piperidine-amide hydrochloride (0.12 mmol, 0.4 mmol). Chromatograph on silica gel eluting sequentially with 50% ethyl acetate/hexane, 2% methanol/dichloromethane, and then 4% methanol/dichloromethane to give the title compound: Rf =0.41 (silica gel, 5% methanol/dichloromethane). Exact mass (FAB+)... Starting materials: C(C1=CC=CC=C1)C1C(CCCC1)=O (2-benzylcyclohexanone), crude product, C(C)(C)(C)C1C(C(CCC1)Cl)=O (2-tert-butyl-6-chloro-cyclohexanone). Yields the product C(C1=CC=CC=C1)C1C(C(CCC1)Cl)=O (2-benzyl-6-chloro-cyclohexanone). Reaction SMILES: [CH2:1]([CH:8]1[CH2:13][CH2:12][CH2:11][CH2:10][C:9]1=[O:14])[C:2]1[CH:7]=[CH:6][CH:5]=[CH:4][CH:3]=1.C(C1CCCC([Cl:25])C1=O)(C)(C)C>>[CH2:1]([CH:8]1[CH2:13][CH2:12][CH2:11][CH:10]([Cl:25])[C:9]1=[O:14])[C:2]1[CH:7]=[CH:6][CH:5]=[CH:4][CH:3]=1. Procedure details: The chlorination of 2-benzylcyclohexanone takes place in a manner similar to that described above for the preparation of 2-tert-butyl-6-chloro-cyclohexanone. The title compound is reacted as a crude product without further characterization.